From a dataset of the Open Reaction Database (ORD), a public repository of structured organic reaction records. describe an organic reaction: reactants, conditions, products, and yield Starting materials: S1C=C(C=C1)COC1=CC(=C(C(=O)O)C=C1)OCOCC[Si](C)(C)C (4-(3-thienylmethoxy)-2-(2-trimethylsilylethoxymethoxy)benzoic acid), Cl.COC(C(N)CO)=O ((RS) serine methyl ester hydrochloride), ON1N=NC2=C1C=CC=C2 (1-hydroxybenzotriazole), Cl.CN(CCCN=C=NCC)C (1-(3-dimethylaminopropyl)-3-ethyl carbodiimide hydrochloride). Run in CN(C)C=O (DMF), C(C)N(CC)CC (triethylamine). Run at time 16 hour. Yields the product OCC(C(=O)OC)NC(C1=C(C=C(C=C1)OCC1=CSC=C1)OCOCC[Si](C)(C)C)=O (methyl (RS)-3-hydroxy-2-[4-(3-thienylmethoxy)-2-(2-trimethylsilylethoxymethoxy)benzoyl]aminopropionate). Isolated yield 85.6%. RXN SMILES: [S:1]1[CH:5]=[CH:4][C:3]([CH2:6][O:7][C:8]2[CH:16]=[CH:15][C:11]([C:12]([OH:14])=O)=[C:10]([O:17][CH2:18][O:19][CH2:20][CH2:21][Si:22]([CH3:25])([CH3:24])[CH3:23])[CH:9]=2)=[CH:2]1.Cl.[CH3:27][O:28][C:29](=[O:34])[CH:30]([CH2:32][OH:33])[NH2:31].ON1C2C=CC=CC=2N=N1.Cl.CN(C)CCCN=C=NCC>CN(C=O)C.C(N(CC)CC)C>[OH:33][CH2:32][CH:30]([NH:31][C:12](=[O:14])[C:11]1[CH:15]=[CH:16][C:8]([O:7][CH2:6][C:3]2[CH:4]=[CH:5][S:1][CH:2]=2)=[CH:9][C:10]=1[O:17][CH2:18][O:19][CH2:20][CH2:21][Si:22]([CH3:25])([CH3:24])[CH3:23])[C:29]([O:28][CH3:27])=[O:34] |f:1.2,4.5|. Reported procedure: A mixture of 4-(3-thienylmethoxy)-2-(2-trimethylsilylethoxymethoxy)benzoic acid (6 g), (RS) serine methyl ester hydrochloride (2.7 g), 1-hydroxybenzotriazole (2.6 g), triethylamine (2.4 mL), 1-(3-dimethylaminopropyl)-3-ethyl carbodiimide hydrochloride (3.6 g) and DMF (100 mL) is stirred at ambient temperature for 16 hours. The reaction is concentrated in vacuo and the residue partitioned between ethyl acetate (150 mL) and 1N HCl (100 mL). The organic phase is washed with water (2×100 mL) then dr... Starting materials: ClC1=CC=C(C(=O)NN)C=C1 (4-chlorobenzoic acid hydrazide), C(OCC)(OCC)OCC (triethyl orthoformate). The product is ClC1=CC=C(C=C1)C=1OC=NN1 (2-(4-chlorophenyl)-1,3,4-oxadiazole). RXN SMILES: [Cl:1][C:2]1[CH:11]=[CH:10][C:5]([C:6]([NH:8][NH2:9])=[O:7])=[CH:4][CH:3]=1.[CH:12](OCC)(OCC)OCC>>[Cl:1][C:2]1[CH:11]=[CH:10][C:5]([C:6]2[O:7][CH:12]=[N:9][N:8]=2)=[CH:4][CH:3]=1. Reported procedure: A stirred solution of 8.1 grams (0.048 mole) of 4-chlorobenzoic acid hydrazide in 300 ml of triethyl orthoformate was heated under reflux for 16 hours. The excess triethyl orthoformate was removed by distillation and the residual solid was stirred with petroleum ether to yield 7.7 grams of 2-(4-chlorophenyl)-1,3,4-oxadiazole; m.p. 129° C. The nmr spectrum was consistent with the proposed structure.